From a dataset of the Open Reaction Database (ORD), a public repository of structured organic reaction records. describe an organic reaction: reactants, conditions, products, and yield The reactants are NC1=NC(=CC(=N1)Cl)Cl (2-amino-4,6-dichloropyrimidine), C(C)(C)(C)N (t-butylamine). The solvent is CN1CCCC1=O (NMP). Product: C(C)(C)(C)NC1=NC(=NC(=C1)Cl)N (N4-(tert-Butyl)-6-choropyrimidine-2,4-diamine). Yield: 100.9%. As a reaction SMILES: [NH2:1][C:2]1[N:7]=[C:6](Cl)[CH:5]=[C:4]([Cl:9])[N:3]=1.[C:10]([NH2:14])([CH3:13])([CH3:12])[CH3:11]>CN1C(=O)CCC1>[C:10]([NH:14][C:6]1[CH:5]=[C:4]([Cl:9])[N:3]=[C:2]([NH2:1])[N:7]=1)([CH3:13])([CH3:12])[CH3:11]. Reported procedure: A solution of 2-amino-4,6-dichloropyrimidine (400 mg, 2.44 mmol) and t-butylamine (2.6 ml, 25.0 mmol) in NMP (1 ml) was heated in a microwave at 150° C. for 60 minutes. The reaction mixture was partitioned between water (10 ml) and ethyl acetate (10 ml), the organic phase separated, dried and reduced in vacuo. Purification by flash column chromatography on silica gel eluting with ethyl acetate:pentane (30:70 changing to 80:20 by volume) to yield the title compound as a colourless solid (494 mg, ... The reactants are CCN(CC)CCOC(=O)c1ccc(Nc2nc(Cl)nc3[nH]cnc23)cc1, NC1CCC(N)CC1. The product is CCN(CC)CCOC(=O)c1ccc(Nc2nc(NC3CCC(N)CC3)nc3[nH]cnc23)cc1. Reaction SMILES: [Cl:9][c:10]1[n:11][c:12]([NH:19][c:20]2[cH:21][cH:22][c:23]([C:24](=[O:25])[O:26][CH2:27][CH2:28][N:29]([CH2:30][CH3:31])[CH2:32][CH3:33])[cH:34][cH:35]2)[c:13]2[n:14][cH:15][nH:16][c:17]2[n:18]1.[NH2:1][CH:2]1[CH2:3][CH2:4][CH:5]([NH2:8])[CH2:6][CH2:7]1>>[NH2:1][CH:2]1[CH2:3][CH2:4][CH:5]([NH:8][c:10]2[n:11][c:12]([NH:19][c:20]3[cH:21][cH:22][c:23]([C:24](=[O:25])[O:26][CH2:27][CH2:28][N:29]([CH2:30][CH3:31])[CH2:32][CH3:33])[cH:34][cH:35]3)[c:13]3[n:14][cH:15][nH:16][c:17]3[n:18]2)[CH2:6][CH2:7]1.